From a dataset of the Open Reaction Database (ORD), a public repository of structured organic reaction records. describe an organic reaction: reactants, conditions, products, and yield The reactants are CCNCC, [H-], [Na+], C1CCOC1, O, Cc1ccc(S(=O)(=O)OCC2CCn3c(nc4ccccc43)S2)cc1. Yields the product CCN(CC)CC1CCn2c(nc3ccccc32)S1. Reaction SMILES: [CH2:31]([CH3:32])[NH:33][CH2:34][CH3:35].[H-:36].[Na+:37].[O:1]1[CH2:2][CH2:3][CH2:4][CH2:5]1.[OH2:38].[c:6]1([CH3:7])[cH:8][cH:9][c:10]([S:11]([O:12][CH2:16][CH:17]2[CH2:18][CH2:19][n:20]3[c:21]([n:22][c:23]4[c:24]3[cH:25][cH:26][cH:27][cH:28]4)[S:29]2)(=[O:13])=[O:14])[cH:15][cH:30]1>>[CH2:16]([CH:17]1[CH2:18][CH2:19][n:20]2[c:21]([n:22][c:23]3[c:24]2[cH:25][cH:26][cH:27][cH:28]3)[S:29]1)[N:33]([CH2:31][CH3:32])[CH2:34][CH3:35].